From a dataset of the Open Reaction Database (ORD), a public repository of structured organic reaction records. describe an organic reaction: reactants, conditions, products, and yield The reactants are [I-].[Na+] (sodium iodide), FC=1C=C(C=CC1F)NC(C1CCNCC1)C1=CC=C(C=C1)F (4-[[(3,4-difluorophenyl)amino](4-fluorophenyl)methyl]piperidine), BrCCOC1=CC=CC2=CC=CC=C12 (1-(2-bromoethoxy)naphthalene), C([O-])(O)=O.[Na+] (sodium bicarbonate), Cl (HCl). Run in C(CCC)O (1-butanol), C(Cl)Cl (methylene chloride). Product: Cl.Cl.FC=1C=C(C=CC1F)NC(C1CCN(CC1)CCOC1=CC=CC2=CC=CC=C12)C1=CC=C(C=C1)F (N-(3,4-Difluorophenyl)-α-(4-fluorophenyl)-1-[2-(1-naphthalenyloxy)ethyl]-4-piperidinemethanamine dihydrochloride). Isolated yield 53.1%. Reaction SMILES: [F:1][C:2]1[CH:3]=[C:4]([NH:9][CH:10]([C:17]2[CH:22]=[CH:21][C:20]([F:23])=[CH:19][CH:18]=2)[CH:11]2[CH2:16][CH2:15][NH:14][CH2:13][CH2:12]2)[CH:5]=[CH:6][C:7]=1[F:8].Br[CH2:25][CH2:26][O:27][C:28]1[C:37]2[C:32](=[CH:33][CH:34]=[CH:35][CH:36]=2)[CH:31]=[CH:30][CH:29]=1.C(=O)(O)[O-].[Na+].[I-].[Na+].[ClH:45]>C(O)CCC.C(Cl)Cl>[ClH:45].[ClH:45].[F:1][C:2]1[CH:3]=[C:4]([NH:9][CH:10]([C:17]2[CH:18]=[CH:19][C:20]([F:23])=[CH:21][CH:22]=2)[CH:11]2[CH2:16][CH2:15][N:14]([CH2:25][CH2:26][O:27][C:28]3[C:37]4[C:32](=[CH:33][CH:34]=[CH:35][CH:36]=4)[CH:31]=[CH:30][CH:29]=3)[CH2:13][CH2:12]2)[CH:5]=[CH:6][C:7]=1[F:8] |f:2.3,4.5,9.10.11|. Procedure: A mixture of 4-[[(3,4-difluorophenyl)amino](4-fluorophenyl)methyl]piperidine (5.41 g, 0.0169 mol), 1-(2-bromoethoxy)naphthalene (4.23 g, 0.0169 mol) and sodium bicarbonate (5.53 g, 0.059 mol) in 350 mL of 1-butanol containing sodium iodide (0.2 g) was heated 20 h at reflux. The reaction was concentrated to dryness and partitioned between chloroform and water. The chloroform layer was washed with 5% sodium hydroxide and dried (Na2SO4). Chloroform was removed to give a brown oil. The oil was disso... Reactants: CC(C)(C)OC(=O)Nc1cccc(Br)n1, N#Cc1ccc(B(O)O)cc1, [K+], [K+], O=C([O-])[O-], CN(C)C=O, O, c1ccc(P(c2ccccc2)(c2ccccc2)[Pd](P(c2ccccc2)(c2ccccc2)c2ccccc2)(P(c2ccccc2)(c2ccccc2)c2ccccc2)P(c2ccccc2)(c2ccccc2)c2ccccc2)cc1. Yields the product CC(C)(C)OC(=O)Nc1cccc(-c2ccc(C#N)cc2)n1. As a reaction SMILES: [C:12]([CH3:13])([CH3:14])([CH3:15])[O:16][C:17]([NH:18][c:19]1[n:20][c:21]([Br:25])[cH:22][cH:23][cH:24]1)=[O:26].[C:1](#[N:2])[c:3]1[cH:4][cH:5][c:6]([B:9]([OH:10])[OH:11])[cH:7][cH:8]1.[K+:27].[K+:28].[O-:29][C:30]([O-:31])=[O:32].[O:33]=[CH:34][N:35]([CH3:36])[CH3:37].[OH2:38].[cH:39]1[cH:40][cH:41][c:42]([P:43]([Pd:44]([P:45]([c:46]2[cH:47][cH:48][cH:49][cH:50][cH:51]2)([c:52]2[cH:53][cH:54][cH:55][cH:56][cH:57]2)[c:58]2[cH:59][cH:60][cH:61][cH:62][cH:63]2)([P:64]([c:65]2[cH:66][cH:67][cH:68][cH:69][cH:70]2)([c:71]2[cH:72][cH:73][cH:74][cH:75][cH:76]2)[c:77]2[cH:78][cH:79][cH:80][cH:81][cH:82]2)[P:83]([c:84]2[cH:85][cH:86][cH:87][cH:88][cH:89]2)([c:90]2[cH:91][cH:92][cH:93][cH:94][cH:95]2)[c:96]2[cH:97][cH:98][cH:99][cH:100][cH:101]2)([c:102]2[cH:103][cH:104][cH:105][cH:106][cH:107]2)[c:108]2[cH:109][cH:110][cH:111][cH:112][cH:113]2)[cH:114][cH:115]1>>[C:1](#[N:2])[c:3]1[cH:4][cH:5][c:6](-[c:21]2[n:20][c:19]([NH:18][C:17]([O:16][C:12]([CH3:13])([CH3:14])[CH3:15])=[O:26])[cH:24][cH:23][cH:22]2)[cH:7][cH:8]1. Reactants: CN(C)C(=O)c1n[nH]cc1Br, O=C([O-])[O-], CC(C)(C)OC(=O)N1CCC(OS(C)(=O)=O)CC1, CC#N, [K+], [K+]. Product: CN(C)C(=O)c1nn(C2CCN(C(=O)OC(C)(C)C)CC2)cc1Br. RXN SMILES: [Br:1][c:2]1[c:3]([C:7](=[O:8])[N:9]([CH3:10])[CH3:11])[n:4][nH:5][cH:6]1.[C:12](=[O:13])([O-:14])[O-:15].[CH3:18][S:19]([O:20][CH:23]1[CH2:24][CH2:25][N:26]([C:29](=[O:30])[O:31][C:32]([CH3:33])([CH3:34])[CH3:35])[CH2:27][CH2:28]1)(=[O:21])=[O:22].[CH3:36][C:37]#[N:38].[K+:16].[K+:17]>>[Br:1][c:2]1[c:3]([C:7](=[O:8])[N:9]([CH3:10])[CH3:11])[n:4][n:5]([CH:23]2[CH2:24][CH2:25][N:26]([C:29](=[O:30])[O:31][C:32]([CH3:33])([CH3:34])[CH3:35])[CH2:27][CH2:28]2)[cH:6]1. The reactants are C(C1=CC=CC=C1)N1CC(C(CC1)=O)C (1-benzyl-3-methyl-piperidin-4-one), C(C)(CC)[BH-](C(C)CC)C(C)CC.[Li+] (lithium tri-sec-butylborohydride). The solvent is O1CCCC1 (tetrahydrofuran), O1CCCC1 (tetrahydrofuran). Reaction conditions: temperature 0 celsius, time 1 hour. Yields the product C(C1=CC=CC=C1)N1C[C@H]([C@H](CC1)O)C (1-Benzyl-cis-3-methyl-piperidin-4-ol). Reaction SMILES: [CH2:1]([N:8]1[CH2:13][CH2:12][C:11](=[O:14])[CH:10]([CH3:15])[CH2:9]1)[C:2]1[CH:7]=[CH:6][CH:5]=[CH:4][CH:3]=1.C([BH-](C(CC)C)C(CC)C)(CC)C.[Li+]>O1CCCC1>[CH2:1]([N:8]1[CH2:13][CH2:12][C@H:11]([OH:14])[C@H:10]([CH3:15])[CH2:9]1)[C:2]1[CH:3]=[CH:4][CH:5]=[CH:6][CH:7]=1 |f:1.2|. Procedure details: Dissolve 1-benzyl-3-methyl-piperidin-4-one (5.0 g, 24.6 mmol) in dry tetrahydrofuran (100 mL) and cool the resulting solution to 0° C. Add 1 mL-lithium tri-sec-butylborohydride (L-Selectride®) solution in tetrahydrofuran (29.6 mL, 29.6 mmol) dropwise over 30 min. After stirring at 0° C. for 1 hr., quench with water (50 mL), extract with ethyl acetate (2×100 mL), wash the combined organic layers with aqueous NaCl solution (100 mL), separate the organic layer, dry over sodium sulfate, filter and c... Reactants: C(C)(C)[SiH](C(C)C)C(C)C (triisopropylsilane), C(C1=CC=CC=C1)O[C@H]1C(O)(O[C@@H]([C@H]([C@@H]1OCC1=CC=CC=C1)OCC1=CC=CC=C1)COCC1=CC=CC=C1)C1=CC(=CC=C1)CC1=CC(=C2C=CC=CC=C12)C (2,3,4,6-tetra-O-benzyl-1-C-[3-[(3-methylazulen-1-yl) methyl]phenyl]-D-glucopyranose), C([O-])([O-])=O.[K+].[K+] (potassium carbonate). As a reaction SMILES: C([SiH](C(C)C)C(C)C)(C)C.[CH2:11]([O:18][C@@H:19]1[C@@H:25]([O:26][CH2:27][C:28]2[CH:33]=[CH:32][CH:31]=[CH:30][CH:29]=2)[C@H:24]([O:34][CH2:35][C:36]2[CH:41]=[CH:40][CH:39]=[CH:38][CH:37]=2)[C@@H:23]([CH2:42][O:43][CH2:44][C:45]2[CH:50]=[CH:49][CH:48]=[CH:47][CH:46]=2)[O:22][C:20]1([C:51]1[CH:56]=[CH:55][CH:54]=[C:53]([CH2:57][C:58]2[C:67]3[C:61]([CH:62]=[CH:63][CH:64]=[CH:65][CH:66]=3)=[C:60]([CH3:68])[CH:59]=2)[CH:52]=1)O)[C:12]1[CH:17]=[CH:16][CH:15]=[CH:14][CH:13]=1.C(=O)([O-])[O-].[K+].[K+]>C(#N)C>[CH2:11]([O:18][C@@H:19]1[C@@H:25]([O:26][CH2:27][C:28]2[CH:29]=[CH:30][CH:31]=[CH:32][CH:33]=2)[C@H:24]([O:34][CH2:35][C:36]2[CH:41]=[CH:40][CH:39]=[CH:38][CH:37]=2)[C@@H:23]([CH2:42][O:43][CH2:44][C:45]2[CH:46]=[CH:47][CH:48]=[CH:49][CH:50]=2)[O:22][C@H:20]1[C:51]1[CH:56]=[CH:55][CH:54]=[C:53]([CH2:57][C:58]2[C:67]3[C:61]([CH:62]=[CH:63][CH:64]=[CH:65][CH:66]=3)=[C:60]([CH3:68])[CH:59]=2)[CH:52]=1)[C:12]1[CH:17]=[CH:16][CH:15]=[CH:14][CH:13]=1 |f:2.3.4|. Product: C(C1=CC=CC=C1)O[C@H]1[C@@H](O[C@@H]([C@H]([C@@H]1OCC1=CC=CC=C1)OCC1=CC=CC=C1)COCC1=CC=CC=C1)C1=CC(=CC=C1)CC1=CC(=C2C=CC=CC=C12)C ((1S)-1,5-anhydro-2,3,4,6-tetra-O-benzyl-1-[3-[(3-methyl azulen-1-yl)methyl]phenyl]-D-glucitol). Reported procedure: Boron trifluoride-diethyl ether complex (0.39 ml) and triisopropylsilane (1.23 ml) were added dropwise to a solution of 2,3,4,6-tetra-O-benzyl-1-C-[3-[(3-methylazulen-1-yl) methyl]phenyl]-D-glucopyranose (2.3 g) in acetonitrile (40 ml) at −40° C. and the mixture was stirred for two hours. Saturated aqueous solution of potassium carbonate was added to the reaction mixture and the mixture was extracted with ethyl acetate. The organic layer was washed with saturated brine and dried over anhydrous s... Reaction conditions: time 2 hour. The solvent is C(C)#N (acetonitrile). Yield: 65.3%. The reactants are [Li]CCCC, CCCCCC, COP(C)(=O)OC, COC(=O)C1CC(c2ccc(Cl)cc2)C1, Cl, C1CCOC1. Product: COP(=O)(CC(=O)C1CC(c2ccc(Cl)cc2)C1)OC. Reaction SMILES: [CH2:1]([Li:2])[CH2:3][CH2:4][CH3:5].[CH3:29][CH2:30][CH2:31][CH2:32][CH2:33][CH3:34].[CH3:6][P:7]([O:8][CH3:9])([O:10][CH3:11])=[O:12].[Cl:13][c:14]1[cH:15][cH:16][c:17]([CH:20]2[CH2:21][CH:22]([C:24](=[O:25])[O:26][CH3:27])[CH2:23]2)[cH:18][cH:19]1.[ClH:28].[O:35]1[CH2:36][CH2:37][CH2:38][CH2:39]1>>[CH2:6]([P:7]([O:8][CH3:9])([O:10][CH3:11])=[O:12])[C:24]([CH:22]1[CH2:21][CH:20]([c:17]2[cH:16][cH:15][c:14]([Cl:13])[cH:19][cH:18]2)[CH2:23]1)=[O:25]. The reactants are CC[SiH](CC)CC, ClCCl, O=C(O)C(F)(F)F, CCC(O)(c1ccccc1)c1ccc2occc2c1. The product is CCC(c1ccccc1)c1ccc2occc2c1. RXN SMILES: [CH2:20]([SiH:21]([CH2:22][CH3:23])[CH2:24][CH3:25])[CH3:26].[Cl:34][CH2:35][Cl:36].[OH:27][C:28]([C:29]([F:30])([F:31])[F:32])=[O:33].[o:1]1[cH:2][cH:3][c:4]2[c:5]1[cH:6][cH:7][c:8]([C:10]([CH2:11][CH3:12])([OH:13])[c:14]1[cH:15][cH:16][cH:17][cH:18][cH:19]1)[cH:9]2>>[o:1]1[cH:2][cH:3][c:4]2[c:5]1[cH:6][cH:7][c:8]([CH:10]([CH2:11][CH3:12])[c:14]1[cH:15][cH:16][cH:17][cH:18][cH:19]1)[cH:9]2. The reactants are C(C1=CC=CC=C1)(=O)O (Benzoic acid), CC=1C=CC=CC1C (o-xylene), O=P(Cl)(Cl)Cl (POCl3). Reaction conditions: temperature 140 celsius. Yields the product CC=1C=C(C(=O)C2=CC=CC=C2)C=CC1C (3,4-dimethylbenzophenone). As a reaction SMILES: [C:1]([OH:9])(=O)[C:2]1[CH:7]=[CH:6][CH:5]=[CH:4][CH:3]=1.[CH3:10][C:11]1[CH:12]=[CH:13][CH:14]=[CH:15][C:16]=1[CH3:17].O=P(Cl)(Cl)Cl>>[CH3:10][C:11]1[CH:12]=[C:13]([CH:14]=[CH:15][C:16]=1[CH3:17])[C:1]([C:2]1[CH:3]=[CH:4][CH:5]=[CH:6][CH:7]=1)=[O:9]. Reported procedure: Synthesis of the novel compounds was carried out according to the following method. Benzoic acid (1.68 moles) was added to 3.96 moles of o-xylene and 0.6 mole POCl3 and refluxed at 140° C. for 11 hours. The reaction product was cooled to room temperature, washed once with 500 ml. of water, twice with 300 ml. of 5% of Na2C03 and twice again with 500 ml. of water. After washing, the xylene was distilled and the residue was vacuum distilled to obtain 3,4-dimethylbenzophenone. A mixture of 3,4-dimet...